From a dataset of the Open Reaction Database (ORD), a public repository of structured organic reaction records. describe an organic reaction: reactants, conditions, products, and yield The solvent is O (water). Procedure details: 1-(3-Chlorophenyl)ethanone (11.9 g, 77.5 mmol) and formic acid (3.72 g, 77.5 mmol) were heated in formamide (10 mL) at 170-180° C. for 20 h. The mixture was cooled to room temperature, diluted with water and extracted with benzene. After removal of benzene by rotary evaporation the crude mixture was heated under reflux conditions in 3M HCl for 30 h. After cooling, the reaction was added to ether and extracted. The aqueous layer was basified with NaOH to pH 9 and extracted with dichloromethane. T... RXN SMILES: [Cl:1][C:2]1[CH:3]=[C:4]([C:8](=O)[CH3:9])[CH:5]=[CH:6][CH:7]=1.C(O)=O.C([NH2:16])=O>O>[Cl:1][C:2]1[CH:3]=[C:4]([CH:8]([NH2:16])[CH3:9])[CH:5]=[CH:6][CH:7]=1. The reactants are ClC=1C=C(C=CC1)C(C)=O (1-(3-Chlorophenyl)ethanone), C(=O)O (formic acid), C(=O)N (formamide). Product: ClC=1C=C(C=CC1)C(C)N (1-(3-Chlorophenyl)ethanamine).